Dataset: the Open Reaction Database (ORD), a public repository of structured organic reaction records. Task: describe an organic reaction: reactants, conditions, products, and yield The reactants are O=C([O-])[O-], CCCc1c(OCCCC(=O)OCC)ccc(C(C)=O)c1OCCCBr, CC(C)=O, CN(C)C=O, [K+], [K+], CCCc1c(O)ccc(C(C)=O)c1O. The product is CCCc1c(OCCCOc2c(C(C)=O)ccc(OCCCC(=O)OCC)c2CCC)ccc(C(C)=O)c1O. Reaction SMILES: [C:41](=[O:42])([O-:43])[O-:44].[CH2:15]([CH3:16])[O:17][C:18]([CH2:19][CH2:20][CH2:21][O:22][c:23]1[c:24]([CH2:37][CH2:38][CH3:39])[c:25]([O:32][CH2:33][CH2:34][CH2:35][Br:36])[c:26]([C:29]([CH3:30])=[O:31])[cH:27][cH:28]1)=[O:40].[CH3:47][C:48](=[O:49])[CH3:50].[CH3:51][N:52]([CH3:53])[CH:54]=[O:55].[K+:45].[K+:46].[OH:1][c:2]1[c:3]([C:12]([CH3:13])=[O:14])[cH:4][cH:5][c:6]([OH:11])[c:7]1[CH2:8][CH2:9][CH3:10]>>[OH:1][c:2]1[c:3]([C:12]([CH3:13])=[O:14])[cH:4][cH:5][c:6]([O:11][CH2:35][CH2:34][CH2:33][O:32][c:25]2[c:24]([CH2:37][CH2:38][CH3:39])[c:23]([O:22][CH2:21][CH2:20][CH2:19][C:18]([O:17][CH2:15][CH3:16])=[O:40])[cH:28][cH:27][c:26]2[C:29]([CH3:30])=[O:31])[c:7]1[CH2:8][CH2:9][CH3:10]. Starting materials: C(C1=CC=CC=C1)OCN1C=C(C2=C1C=NN(C2=O)COCC[Si](C)(C)C)C=O (1-benzyloxymethyl-3-formyl-5-(2-trimethylsilylethoxymethyl)-1,5-dihydropyrrolo-[2,3-d]pyridazin-4-one), O1CCCC1 (tetrahydrofuran), O1CCCC1.C1(=CC=CC=C1)[Mg]Br (phenyl magnesium bromide tetrahydrofuran), [Cl-].[NH4+] (ammonium chloride). Run at time 1 hour. Product: C(C1=CC=CC=C1)OCN1C(=C(C2=C1C=NN(C2=O)COCC[Si](C)(C)C)O)CC2=CC=CC=C2 (1-Benzyloxymethyl-3-hydroxyphenylmethyl-5-(2-trimethylsilylethoxymethyl)-1,5-dihydropyrrolo[2,3-d]pyridazin-4-one). Yield: 73.0%. Reaction SMILES: [CH2:1]([O:8][CH2:9][N:10]1[C:14]2[CH:15]=[N:16][N:17]([CH2:20][O:21][CH2:22][CH2:23][Si:24]([CH3:27])([CH3:26])[CH3:25])[C:18](=[O:19])[C:13]=2[C:12](C=O)=[CH:11]1)[C:2]1[CH:7]=[CH:6][CH:5]=[CH:4][CH:3]=1.O1[CH2:34][CH2:33][CH2:32][CH2:31]1.[C:35]1([Mg]Br)[CH:40]=CC=C[CH:36]=1.[Cl-].[NH4+].[O:45]1CCCC1>>[CH2:1]([O:8][CH2:9][N:10]1[C:14]2[CH:15]=[N:16][N:17]([CH2:20][O:21][CH2:22][CH2:23][Si:24]([CH3:26])([CH3:25])[CH3:27])[C:18](=[O:19])[C:13]=2[C:12]([OH:45])=[C:11]1[CH2:31][C:32]1[CH:40]=[CH:35][CH:36]=[CH:34][CH:33]=1)[C:2]1[CH:3]=[CH:4][CH:5]=[CH:6][CH:7]=1 |f:1.2,3.4|. Procedure details: To 87 ml of dehydrated tetrahydrofuran solution containing 3.60 g (8.71 mmol) of 1-benzyloxymethyl-3-formyl-5-(2-trimethylsilylethoxymethyl)-1,5-dihydropyrrolo-[2,3-d]pyridazin-4-one obtained in Reference example 33-(d) were added 12.2 ml of 1M phenyl magnesium bromide tetrahydrofuran solution under ice-cooling and under argon atmosphere, and the mixture was stirred at room temperature for 1 hour. After completion of the reaction, to the reaction mixture were added a saturated aqueous solution o... Starting materials: COc1ccc(P2(=S)SP(=S)(c3ccc(OC)cc3)S2)cc1, CNC(=O)C1=CC(CF)(CF)Oc2ccc([N+](=O)[O-])cc21, c1ccccc1. Product: CNC(=S)C1=CC(CF)(CF)Oc2ccc([N+](=O)[O-])cc21. Reaction SMILES: [CH3:22][O:23][c:24]1[cH:25][cH:26][c:27]([P:28]2(=[S:31])[S:29][P:30]([c:32]3[cH:33][cH:34][c:35]([O:36][CH3:37])[cH:38][cH:39]3)(=[S:40])[S:41]2)[cH:42][cH:43]1.[F:1][CH2:2][C:3]1([CH2:20][F:21])[O:4][c:5]2[c:6]([cH:13][c:14]([N+:17](=[O:18])[O-:19])[cH:15][cH:16]2)[C:7]([C:9](=[O:10])[NH:11][CH3:12])=[CH:8]1.[cH:44]1[cH:45][cH:46][cH:47][cH:48][cH:49]1>>[F:1][CH2:2][C:3]1([CH2:20][F:21])[O:4][c:5]2[c:6]([cH:13][c:14]([N+:17](=[O:18])[O-:19])[cH:15][cH:16]2)[C:7]([C:9]([NH:11][CH3:12])=[S:31])=[CH:8]1. Starting materials: ClC1=CC=C2CC(NC2=C1)=O (6-chlorooxindole), N1CCCC1 (pyrrolidine), C(C)OC(C(C)(C)OC1=C(C=C(C=C1)Cl)C=O)=O (2-(4-chloro-2-formyl-phenoxy)-2-methyl-propionic acid ethyl ester). The solvent is CO (methanol). The product is C(C)OC(C(C)(C)OC1=C(C=C(C=C1)Cl)C=C1C(NC2=CC(=CC=C12)Cl)=O)=O (2-[4-chloro-2-(6-chloro-2-oxo-1,2-dihydro-indol-3-ylidenemethyl)-phenoxy]-2-methyl-propionic acid ethyl ester). The yield is 77.9%. Reaction SMILES: [CH2:1]([O:3][C:4](=[O:18])[C:5]([O:8][C:9]1[CH:14]=[CH:13][C:12]([Cl:15])=[CH:11][C:10]=1[CH:16]=O)([CH3:7])[CH3:6])[CH3:2].[Cl:19][C:20]1[CH:28]=[C:27]2[C:23]([CH2:24][C:25](=[O:29])[NH:26]2)=[CH:22][CH:21]=1.N1CCCC1>CO>[CH2:1]([O:3][C:4](=[O:18])[C:5]([O:8][C:9]1[CH:14]=[CH:13][C:12]([Cl:15])=[CH:11][C:10]=1[CH:16]=[C:24]1[C:23]2[C:27](=[CH:28][C:20]([Cl:19])=[CH:21][CH:22]=2)[NH:26][C:25]1=[O:29])([CH3:7])[CH3:6])[CH3:2]. Procedure details: In a manner similar to the method described in Example 227b, 2-(4-chloro-2-formyl-phenoxy)-2-methyl-propionic acid ethyl ester (7 g, 26 mmol) was reacted with 6-chlorooxindole (3.6 g, 22 mmol) and pyrrolidine (1.85 g, 26 mmol) in methanol to give E/Z 2-[4-chloro-2-(6-chloro-2-oxo-1,2-dihydro-indol-3-ylidenemethyl)-phenoxy]-2-methyl-propionic acid ethyl ester as a yellow solid (7.2 g). Starting materials: ClCC1=NOC(=N1)C1=CC(=C(C(=C1)C(C)(C)C)O)C(C)(C)C (4-[3-(chloromethyl)-1,2,4-oxadiazol-5-y]-2,6-bis(1,1-dimethylethyl)phenol), CN (monomethylamine). Yields the product CC(C)(C)C1=C(C(=CC(=C1)C1=NC(=NO1)CNC)C(C)(C)C)O (2,6-bis(1,1-dimethylethyl)-4-[3-[(methylamino)methyl]-1,2,4-oxadiazol-5-yl]phenol). As a reaction SMILES: Cl[CH2:2][C:3]1[N:7]=[C:6]([C:8]2[CH:13]=[C:12]([C:14]([CH3:17])([CH3:16])[CH3:15])[C:11]([OH:18])=[C:10]([C:19]([CH3:22])([CH3:21])[CH3:20])[CH:9]=2)[O:5][N:4]=1.[CH3:23][NH2:24]>>[CH3:15][C:14]([C:12]1[CH:13]=[C:8]([C:6]2[O:5][N:4]=[C:3]([CH2:2][NH:24][CH3:23])[N:7]=2)[CH:9]=[C:10]([C:19]([CH3:22])([CH3:21])[CH3:20])[C:11]=1[OH:18])([CH3:17])[CH3:16]. Reported procedure: In a manner analogous to Example 70, 0.8 g (0.002 mole) of 4-[3-(chloromethyl)-1,2,4-oxadiazol-5-y]-2,6-bis(1,1-dimethylethyl)phenol is reacted with excess monomethylamine gas to give 0.2 g (31%) of analytically pure 2,6-bis(1,1-dimethylethyl)-4-[3-[(methylamino)methyl]-1,2,4-oxadiazol-5-yl]phenol, mp 120°-122° C. Starting materials: C(C1=CC=CC=C1)OC=1C=CC(=C(C1)/C(=C/C(=O)OCC)/C=1SC(=CN1)C)OC ((Z)-ethyl 3-(5-(benzyloxy)-2-methoxyphenyl)-3-(5-methylthiazol-2-yl)acrylate), CC(=O)O (HOAc), O (H2O). The reagents and catalysts are [Pd] (Pd/C). The solvent is CCO (EtOH), C1CCOC1 (THF). Reaction conditions: time 48 hour. Yields the product OC=1C=CC(=C(C1)C(CC(=O)OCC)C=1SC(=CN1)C)OC (ethyl 3-(5-hydroxy-2-methoxyphenyl)-3-(5-methylthiazol-2-yl)propanoate). Yield: 60.3%. As a reaction SMILES: C([O:8][C:9]1[CH:10]=[CH:11][C:12]([O:28][CH3:29])=[C:13](/[C:15](/[C:22]2[S:23][C:24]([CH3:27])=[CH:25][N:26]=2)=[CH:16]/[C:17]([O:19][CH2:20][CH3:21])=[O:18])[CH:14]=1)C1C=CC=CC=1.CC(O)=O.O>CCO.C1COCC1.[Pd]>[OH:8][C:9]1[CH:10]=[CH:11][C:12]([O:28][CH3:29])=[C:13]([CH:15]([C:22]2[S:23][C:24]([CH3:27])=[CH:25][N:26]=2)[CH2:16][C:17]([O:19][CH2:20][CH3:21])=[O:18])[CH:14]=1. Reported procedure: To a mixture of (Z)-ethyl 3-(5-(benzyloxy)-2-methoxyphenyl)-3-(5-methylthiazol-2-yl)acrylate (4.0 g, 9.8 mmol), HOAc (2.0 mL), and H2O (5.0 mL) in EtOH (100 mL) and THF (60 mL) was added Pd/C (10%, dry, 5.0 g) under nitrogen atmosphere. The mixture was stirred at room temperature under H2 atmosphere for 48 hrs. After filtration through a pad of Celite and evaporation of the solvent, the residue was purified by silica gel chromatography eluting with petroleum ether/EtOAc (3:1) to afford ethyl 3-(... Reactants: Cl.NC1=CC=C(C=C1)CCC(=O)OCC (ethyl β-(4-aminophenyl)-propionate hydrochloride), ClC=1C=CC(=C(C(=O)Cl)C1)OC (5-chloro-2-methoxybenzoyl chloride). Product: ClC=1C=CC(=C(C(=O)NC2=CC=C(C=C2)CCC(=O)O)C1)OC (β-[4-(5-chloro-2-methoxybenzamido)-phenyl]-propionic acid). As a reaction SMILES: Cl.[NH2:2][C:3]1[CH:8]=[CH:7][C:6]([CH2:9][CH2:10][C:11]([O:13]CC)=[O:12])=[CH:5][CH:4]=1.[Cl:16][C:17]1[CH:18]=[CH:19][C:20]([O:26][CH3:27])=[C:21]([CH:25]=1)[C:22](Cl)=[O:23]>>[Cl:16][C:17]1[CH:18]=[CH:19][C:20]([O:26][CH3:27])=[C:21]([CH:25]=1)[C:22]([NH:2][C:3]1[CH:4]=[CH:5][C:6]([CH2:9][CH2:10][C:11]([OH:13])=[O:12])=[CH:7][CH:8]=1)=[O:23] |f:0.1|. Reported procedure: By the reaction of ethyl β-(4-aminophenyl)-propionate hydrochloride with 5-chloro-2-methoxybenzoyl chloride. there is obtained β-[4-(5-chloro-2-methoxybenzamido)-phenyl]-propionic acid; m.p. 188°-190° C., after recrystallization from ethanol.